From a dataset of the Open Reaction Database (ORD), a public repository of structured organic reaction records. describe an organic reaction: reactants, conditions, products, and yield Reactants: CC1=CC=C(C=N1)OC[C@H]1N(CC1)C(=O)OC(C)(C)C (6-methyl-3-(N-t-Butoxycarbonyl-2-(S)-azetidinylmethoxy)pyridine), Cl (HCl). Yields the product Cl.Cl.CC1=CC=C(C=N1)OC[C@H]1NCC1 (6-methyl-3-(2-(S)-azetidinylmethoxy)pyridine dihydrochloride). Yield: 63.0%. RXN SMILES: [CH3:1][C:2]1[N:7]=[CH:6][C:5]([O:8][CH2:9][C@@H:10]2[CH2:13][CH2:12][N:11]2C(OC(C)(C)C)=O)=[CH:4][CH:3]=1.[ClH:21]>>[ClH:21].[ClH:21].[CH3:1][C:2]1[N:7]=[CH:6][C:5]([O:8][CH2:9][C@@H:10]2[CH2:13][CH2:12][NH:11]2)=[CH:4][CH:3]=1 |f:2.3.4|. Procedure: The compound from step 40a (0.123 g, 0.44 mmol) was treated with saturated ethanolic HCl (5 mL) for 18 hr. The volatiles were removed in vacuo, and the dihydiochloride was washed with Et2O (3×20 mL), evaporated to dryness and recrystallized (EtOHIEt2O) to yield the title compound (0.074 g, 63%) as a white solid. mp 141-144° C. MS (DCI/NH3) m/e: 179 (M+H)+. 1H NMR (D2O, 300 MHz) δ: 8.33 (d, J=2.9 Hz, 1H), 7.89 (dd, J=9.0, 2.8 Hz, 1H), 7.64 (d J=8.8 Hz, 1H), 5.01-4.93 (m, 1H), 4.48 (d, J=4.4 Hz, 2... Procedure: 25.2 g of 1-benzyl-3(R,S)-(tert-butyldimethylsilyloxymethyl)-1,2,3,4-tetrahydroquinoline in 250 ml of tetrahydrofuran are hydrogenated in the presence of 2.0 g of 10% palladium-on-charcoal under customary reaction conditions. Purification of the crude product over 500 g of silica gel with a 1:1 mixture of methylene chloride and hexane as the solvent gives 7.6 g of the title compound: Rf (1:1 mixture of methylene chloride and hexane)=0.19. The reagents and catalysts are [Pd] (palladium-on-charcoal). As a reaction SMILES: C([N:8]1[C:17]2[C:12](=[CH:13][CH:14]=[CH:15][CH:16]=2)[CH2:11][CH:10]([CH2:18][O:19][Si:20]([C:23]([CH3:26])([CH3:25])[CH3:24])([CH3:22])[CH3:21])[CH2:9]1)C1C=CC=CC=1>O1CCCC1.[Pd]>[Si:20]([O:19][CH2:18][CH:10]1[CH2:11][C:12]2[C:17](=[CH:16][CH:15]=[CH:14][CH:13]=2)[NH:8][CH2:9]1)([C:23]([CH3:26])([CH3:25])[CH3:24])([CH3:22])[CH3:21]. Yields the product [Si](C)(C)(C(C)(C)C)OCC1CNC2=CC=CC=C2C1 (3(R,S)-(Tert-butyldimethylsilyloxymethyl)-1,2,3,4-tetrahydroquinoline). The yield is 40.0%. Run in O1CCCC1 (tetrahydrofuran). Starting materials: C(C1=CC=CC=C1)N1CC(CC2=CC=CC=C12)CO[Si](C)(C)C(C)(C)C (1-benzyl-3(R,S)-(tert-butyldimethylsilyloxymethyl)-1,2,3,4-tetrahydroquinoline). Reactants: O=C([O-])[O-], CCOC(C)=O, Ic1ccc(Oc2ccc3c(c2)CCN(C2CCC2)CC3)nc1, [Cs+], [Cs+], [Cu]I, C1COCCO1, c1cnc2c(c1)ccc1cccnc12, c1cn[nH]c1. Product: c1cnn(-c2ccc(Oc3ccc4c(c3)CCN(C3CCC3)CC4)nc2)c1. Reaction SMILES: [C:29](=[O:30])([O-:31])[O-:32].[CH3:55][CH2:56][O:57][C:58](=[O:59])[CH3:60].[CH:1]1([N:5]2[CH2:6][CH2:7][c:8]3[c:9]([cH:12][cH:13][c:14]([O:16][c:17]4[n:18][cH:19][c:20]([I:23])[cH:21][cH:22]4)[cH:15]3)[CH2:10][CH2:11]2)[CH2:2][CH2:3][CH2:4]1.[Cs+:33].[Cs+:34].[Cu:61][I:62].[O:49]1[CH2:50][CH2:51][O:52][CH2:53][CH2:54]1.[n:35]1[c:36]2[c:37]([cH:38][cH:39][c:40]3[c:41]2[n:42][cH:43][cH:44][cH:45]3)[cH:46][cH:47][cH:48]1.[nH:24]1[n:25][cH:26][cH:27][cH:28]1>>[CH:1]1([N:5]2[CH2:6][CH2:7][c:8]3[c:9]([cH:12][cH:13][c:14]([O:16][c:17]4[n:18][cH:19][c:20](-[n:24]5[n:25][cH:26][cH:27][cH:28]5)[cH:21][cH:22]4)[cH:15]3)[CH2:10][CH2:11]2)[CH2:2][CH2:3][CH2:4]1. Starting materials: C(C)OC(C(C)(C)OC1=C(C=C(C=C1)O)C)=O (2-(4-hydroxy-2-methyl-phenoxy)-2-methyl-propionic acid ethyl ester), ClCC=1C(=NC(=NC1C)C1=CC=C(C=C1)OC(F)(F)F)COC (5-chloromethyl-4-methoxymethyl-6-methyl-2-(4-trifluoromethoxy-phenyl)-pyrimidine). The product is C(C)OC(C(C)(C)OC1=C(C=C(C=C1)OCC=1C(=NC(=NC1C)C1=CC=C(C=C1)OC(F)(F)F)COC)C)=O (2-{4-[4-Methoxymethyl-6-methyl-2-(4-trifluoromethoxy-phenyl)-pyrimidin-5-ylmethoxy]-2-methyl-phenoxy}-2-methyl-propionic acid ethyl ester). RXN SMILES: [CH2:1]([O:3][C:4](=[O:17])[C:5]([O:8][C:9]1[CH:14]=[CH:13][C:12]([OH:15])=[CH:11][C:10]=1[CH3:16])([CH3:7])[CH3:6])[CH3:2].Cl[CH2:19][C:20]1[C:21]([CH2:38][O:39][CH3:40])=[N:22][C:23]([C:27]2[CH:32]=[CH:31][C:30]([O:33][C:34]([F:37])([F:36])[F:35])=[CH:29][CH:28]=2)=[N:24][C:25]=1[CH3:26]>>[CH2:1]([O:3][C:4](=[O:17])[C:5]([O:8][C:9]1[CH:14]=[CH:13][C:12]([O:15][CH2:19][C:20]2[C:21]([CH2:38][O:39][CH3:40])=[N:22][C:23]([C:27]3[CH:28]=[CH:29][C:30]([O:33][C:34]([F:37])([F:35])[F:36])=[CH:31][CH:32]=3)=[N:24][C:25]=2[CH3:26])=[CH:11][C:10]=1[CH3:16])([CH3:6])[CH3:7])[CH3:2]. Procedure details: In analogy to the procedure described in example 113A], 2-(4-hydroxy-2-methyl-phenoxy)-2-methyl-propionic acid ethyl ester (described in WO 02/092590) was reacted with 5-chloromethyl-4-methoxymethyl-6-methyl-2-(4-trifluoromethoxy-phenyl)-pyrimidine (example 149D]) to give the title compound as light yellow viscous oil. Starting materials: C(C1=CC=CC=C1)(C1=CC=CC=C1)N1CC(C1)(C(=O)N)NCC1=CC=CC=C1 (1-benzhydryl-3-benzylaminoazetidine-3-carboxylic acid amide), Cl (HCl). Solvent: CO.C(Cl)Cl (methanol methylene chloride), C(C)OCC (diethyl ether). Conditions: time 10 minute. Yields the product Cl.NC1(CNC1)C(=O)N (3-Aminoazetidine-3-carboxylic Acid Amide, Hydrochloride Salt). Reaction SMILES: C([N:14]1[CH2:17][C:16]([NH:21]CC2C=CC=CC=2)([C:18]([NH2:20])=[O:19])[CH2:15]1)(C1C=CC=CC=1)C1C=CC=CC=1.[ClH:29]>CO.C(Cl)Cl.C(OCC)C>[ClH:29].[NH2:21][C:16]1([C:18]([NH2:20])=[O:19])[CH2:17][NH:14][CH2:15]1 |f:2.3,5.6|. Reported procedure: To a solution of 1-benzhydryl-3-benzylaminoazetidine-3-carboxylic acid amide (I-2A-1d; 1.83 g, 4.80 mmol) in methanol/methylene chloride was added excess 1 M HCl in diethyl ether (3.5 ml). After stirring for 10 minutes, the solvent was removed, in vacuo, and the resultant hydrochloride salt dissolved in 10:1 methanol/water (55 ml). After the addition of 20% Pd(OH)2 on carbon (50% water; 0.37 g), the mixture was placed on a Parr®) shaker and then reduced (50 psi H2) at room temperature for 23 hou... Reactants: CO, [K+], [C-]#[N+]CC(=O)N1CCOCC1, [OH-], O=Cc1ccsc1. The product is O=C(C1N=COC1c1ccsc1)N1CCOCC1. As a reaction SMILES: [CH3:21][OH:22].[K+:9].[N+:10](#[C-:11])[CH2:12][C:13](=[O:14])[N:15]1[CH2:16][CH2:17][O:18][CH2:19][CH2:20]1.[OH-:8].[s:1]1[cH:2][c:3]([CH:6]=[O:7])[cH:4][cH:5]1>>[s:1]1[cH:2][c:3]([CH:6]2[O:7][CH:11]=[N:10][CH:12]2[C:13](=[O:14])[N:15]2[CH2:16][CH2:17][O:18][CH2:19][CH2:20]2)[cH:4][cH:5]1. The reactants are C(C)(C)(C)[C@@H](C(=O)N1[C@@H](C=C(C1)C1=C(C=CC(=C1)F)F)C1=CC=CC=C1)NCC(=O)OCC (ethyl ({(1S)-1-tert-butyl-2-[(2S)-4-(2,5-difluorophenyl)-2-phenyl-2,5-dihydro-1H-pyrrol-1-yl]-2-oxoethyl}amino)acetate), C(C)N (ethylamine). Solvent: C1CCOC1 (THF). Product: C(C)(C)(C)[C@@H](C(=O)N1[C@@H](C=C(C1)C1=C(C=CC(=C1)F)F)C1=CC=CC=C1)NCC(=O)NCC (2-({(1S)-1-tert-butyl-2-[(2S)-4-(2,5-difluorophenyl)-2-phenyl-2,5-dihydro-1H-pyrrol-1-yl]-2-oxoethyl}amino)-N-ethylacetamide). RXN SMILES: [C:1]([C@H:5]([NH:27][CH2:28][C:29]([O:31]CC)=O)[C:6]([N:8]1[CH2:12][C:11]([C:13]2[CH:18]=[C:17]([F:19])[CH:16]=[CH:15][C:14]=2[F:20])=[CH:10][C@H:9]1[C:21]1[CH:26]=[CH:25][CH:24]=[CH:23][CH:22]=1)=[O:7])([CH3:4])([CH3:3])[CH3:2].[CH2:34]([NH2:36])[CH3:35]>C1COCC1>[C:1]([C@H:5]([NH:27][CH2:28][C:29]([NH:36][CH2:34][CH3:35])=[O:31])[C:6]([N:8]1[CH2:12][C:11]([C:13]2[CH:18]=[C:17]([F:19])[CH:16]=[CH:15][C:14]=2[F:20])=[CH:10][C@H:9]1[C:21]1[CH:26]=[CH:25][CH:24]=[CH:23][CH:22]=1)=[O:7])([CH3:3])([CH3:2])[CH3:4]. Procedure details: A solution of ethyl({(1S)-1-tert-butyl-2-[(2S)-4-(2,5-difluorophenyl)-2-phenyl-2,5-dihydro-1H-pyrrol-1-yl]-2-oxoethyl}amino)acetate (30-1, 50 mg, 0.11 mmol) in a solution of ethylamine in THF (2 M, 2 mL) was heated in a sealable tube at 100° C. for 16 hours. The reaction mixture was concentrated and the residue purified by flash column chromatography (EtOAc) to give 2-({(1S)-1-tert-butyl-2-[(2S)-4-(2,5-difluorophenyl)-2-phenyl-2,5-dihydro-1H-pyrrol-1-yl]-2-oxoethyl}amino)-N-ethylacetamide (30-2)... Starting materials: ClC1=NC=CC2=C1C=CN2C2=C(C=C(C=C2)C(F)(F)F)Cl (4-chloro-1-(2'-chloro-4'-trifluoromethylphenyl)-pyrrolo[3,2-c]pyridine), ClC1=CC(=CC=C1)C(=O)OO (meta-chloroperbenzoic acid), ClC1=CC(=CC=C1)C(=O)OO (meta-chloroperbenzoic acid). Run in ClCCl (dichloromethane), C(Cl)(Cl)Cl (chloroform). Run at time 2 hour. The product is ClC1=[N+](C=CC2=C1C=CN2C2=C(C=C(C=C2)C(F)(F)F)Cl)[O-] (4-chloro-1-(2'-chloro-4'-trifluoromethylphenyl)-pyrrolo[3,2-c]-pyridine 5-oxide). Isolated yield 29.8%. As a reaction SMILES: [Cl:1][C:2]1[C:7]2[CH:8]=[CH:9][N:10]([C:11]3[CH:16]=[CH:15][C:14]([C:17]([F:20])([F:19])[F:18])=[CH:13][C:12]=3[Cl:21])[C:6]=2[CH:5]=[CH:4][N:3]=1.ClC1C=CC=C(C(OO)=[O:30])C=1>C(Cl)(Cl)Cl.ClCCl>[Cl:1][C:2]1[C:7]2[CH:8]=[CH:9][N:10]([C:11]3[CH:16]=[CH:15][C:14]([C:17]([F:18])([F:20])[F:19])=[CH:13][C:12]=3[Cl:21])[C:6]=2[CH:5]=[CH:4][N+:3]=1[O-:30]. Reported procedure: 4-chloro-1-(2'-chloro-4'-trifluoromethylphenyl)-pyrrolo[3,2-c]pyridine (1.10 g, 33 mmol) and meta-chloroperbenzoic acid (approximately 80-85%, 1.15 g) were stirred together in chloroform (20 ml) at room temperature overnight. A further quantity of meta-chloroperbenzoic acid (1.15 g) was added, and stirring continued for 2 hours. The mixture was diluted with dichloromethane and washed with saturated aqueous sodium carbonate solution. The organic portion was dried over magnesium sulfate, filtered,... Reactants: C(C)(C)(C)OC(=O)N(C(OC(C)(C)C)=O)C=1C2=C(N=CN1)C=CC(=N2)Cl (tert-butyl N-tert-butoxycarbonyl-N-(6-chloropyrido[3,2-d]pyrimidin-4-yl)carbamate), CC=1C=C(CN)C=CC1 (3-methylbenzyl amine), CCN(C(C)C)C(C)C (DIPEA). Run in CC(=O)N(C)C (dimethylacetamide). Run at temperature 130 celsius, time 30 minute. The product is CC1=C(CNC=2C=CC=3N=CN=C(C3N2)N)C=CC=C1 (N6-(2-methylbenzyl)pyrido[3,2-d]pyrimidine-4,6-diamine). Isolated yield 20.7%. Reaction SMILES: C(OC([N:8]([C:16]1[C:17]2[N:25]=[C:24](Cl)[CH:23]=[CH:22][C:18]=2[N:19]=[CH:20][N:21]=1)C(=O)OC(C)(C)C)=O)(C)(C)C.C[C:28]1[CH:29]=[C:30]([CH:33]=[CH:34][CH:35]=1)[CH2:31][NH2:32].[CH3:36]CN(C(C)C)C(C)C>CC(N(C)C)=O>[CH3:36][C:29]1[CH:28]=[CH:35][CH:34]=[CH:33][C:30]=1[CH2:31][NH:32][C:24]1[CH:23]=[CH:22][C:18]2[N:19]=[CH:20][N:21]=[C:16]([NH2:8])[C:17]=2[N:25]=1. Procedure: To a microwave vial was added tert-butyl N-tert-butoxycarbonyl-N-(6-chloropyrido[3,2-d]pyrimidin-4-yl)carbamate 50-A (0.20 mmol, 76 mg) followed by 3-methylbenzyl amine (2 equiv., 0.4 mmol, 48 mg), DIPEA (3 equiv., 0.6 mmol, 78 mg), and dimethylacetamide (0.5 mL). The reactions were capped and stirred under microwave irradiation for 30 minutes at 130° C. The reaction was then transferred to an 8 ml vial, and concentrated via GeneVac. To the crude material was added dichloromethane (0.25 mL) foll... Reactants: O=C1CCC(=O)N1Br, CC1COC(=O)O1, c1ccc2c(c1)Cc1ccccc1-2. The product is Brc1ccc2c(c1)Cc1ccccc1-2. As a reaction SMILES: [Br:14][N:15]1[C:16](=[O:17])[CH2:18][CH2:19][C:20]1=[O:21].[C:22]1(=[O:23])[O:24][CH:25]([CH3:26])[CH2:27][O:28]1.[CH2:1]1[c:2]2[cH:3][cH:4][cH:5][cH:6][c:7]2-[c:8]2[cH:9][cH:10][cH:11][cH:12][c:13]21>>[CH2:1]1[c:2]2[cH:3][c:4]([Br:14])[cH:5][cH:6][c:7]2-[c:8]2[cH:9][cH:10][cH:11][cH:12][c:13]21.